From a dataset of the Open Reaction Database (ORD), a public repository of structured organic reaction records. describe an organic reaction: reactants, conditions, products, and yield Starting materials: C(N)(=O)C1=NC=C(C2=C1NC1=CC=C(C=C21)N2CCOCC2)C=2C(=C(C=CC2)NC(OCC2=CC=CC=C2)=O)C (benzyl 3-(1-carbamoyl-6-morpholino-9H-pyrido[3,4-b]indol-4-yl)-2-methylphenylcarbamate). Yields the product NC=1C(=C(C=CC1)C1=CN=C(C=2NC3=CC=C(C=C3C21)N2CCOCC2)C(=O)N)C (4-(3-Amino-2-methylphenyl)-6-morpholino-9H-pyrido[3,4-b]indole-1-carboxamide). Yield: 84.1%. Reported procedure: A solution of benzyl 3-(1-carbamoyl-6-morpholino-9H-pyrido[3,4-b]indol-4-yl)-2-methylphenylcarbamate (0.125 g, 0.233 mmol) and 10% Pd/C (0.025 g, 0.023 mmol) in methanol (8.75 mL) and THF (2.92 mL) was stirred under a hydrogen balloon. After 1 hr, the reaction was flushed with nitrogen, filtered through a pad of CELITE®, rinsed with MeOH. The filtrate was concentrated in vacuo, dissolved in CH2Cl2 (100 mL), dried over MgSO4, and concentrated in vacuo to give the desired product (0.0786 g, 0.196 ... As a reaction SMILES: [C:1]([C:4]1[C:9]2[NH:10][C:11]3[C:16]([C:8]=2[C:7]([C:23]2[C:24]([CH3:40])=[C:25]([NH:29]C(=O)OCC4C=CC=CC=4)[CH:26]=[CH:27][CH:28]=2)=[CH:6][N:5]=1)=[CH:15][C:14]([N:17]1[CH2:22][CH2:21][O:20][CH2:19][CH2:18]1)=[CH:13][CH:12]=3)(=[O:3])[NH2:2]>CO.C1COCC1.[Pd]>[NH2:29][C:25]1[C:24]([CH3:40])=[C:23]([C:7]2[C:8]3[C:16]4[C:11](=[CH:12][CH:13]=[C:14]([N:17]5[CH2:18][CH2:19][O:20][CH2:21][CH2:22]5)[CH:15]=4)[NH:10][C:9]=3[C:4]([C:1]([NH2:2])=[O:3])=[N:5][CH:6]=2)[CH:28]=[CH:27][CH:26]=1. Solvent: CO (methanol), C1CCOC1 (THF). Reaction conditions: time 1 hour. The reagents and catalysts are [Pd] (Pd/C). The reactants are Ethyl 2-ethoxy-3-(4-hydroxyphenyl) propanoate, C1(=CC=CC=C1)P(C1=CC=CC=C1)C1=CC=CC=C1 (triphenylphosphine), C(#N)C1=CC=C(CCO)C=C1 (p-cyanophenethyl alcohol), C1CCN(CC1)C(=O)N=NC(=O)N2CCCCC2 (ADDP). Solvent: ClCCl (dichloromethane). Procedure details: Ethyl 2-ethoxy-3-(4-hydroxyphenyl) propanoate, described in example 3(b)(6.62 g; 27.78 mmole) and p-cyanophenethyl alcohol (2.73 g; 18.52 mmole) were mixed in dichloromethane (85 ml). ADDP (7.01 g; 27.78 mmole) was added followed by addition of triphenylphosphine (5.83 g; 22.23 mmole). The reaction was interrupted after 2 hours. Triphenylphosphine oxide formed in the reaction was filtered off and the filtrate was evaporated. The residue was purified bychromatography on silica gel using first dic... Reaction SMILES: C(C1C=CC(CC[OH:9])=CC=1)#N.C1CCN(C(N=NC(N2CCCCC2)=O)=O)CC1.[C:30]1([P:36]([C:43]2[CH:48]=[CH:47][CH:46]=[CH:45][CH:44]=2)[C:37]2[CH:42]=[CH:41][CH:40]=[CH:39][CH:38]=2)[CH:35]=[CH:34][CH:33]=[CH:32][CH:31]=1>ClCCl>[C:43]1([P:36](=[O:9])([C:30]2[CH:31]=[CH:32][CH:33]=[CH:34][CH:35]=2)[C:37]2[CH:42]=[CH:41][CH:40]=[CH:39][CH:38]=2)[CH:44]=[CH:45][CH:46]=[CH:47][CH:48]=1. Conditions: time 2 hour. Product: C1(=CC=CC=C1)P(C1=CC=CC=C1)(C1=CC=CC=C1)=O (Triphenylphosphine oxide). The reactants are COC1=CC=C(CCC=2OC3=C(C2C)C(=CC=C3)O)C=C1 (2-(p-methoxyphenethyl)-3-methyl-4-hydroxybenzofuran), C([O-])([O-])=O.[K+].[K+] (potassium carbonate), C(C=C)Br (allyl bromide). Solvent: CC(=O)C (acetone). Product: COC1=CC=C(CCC=2OC3=C(C2C)C(=CC=C3)OCC=C)C=C1 (2-(p-methoxyphenethyl)-3-methyl-4-allyloxybenzofuran). Yield: 60.7%. Reaction SMILES: [CH3:1][O:2][C:3]1[CH:21]=[CH:20][C:6]([CH2:7][CH2:8][C:9]2[O:10][C:11]3[CH:18]=[CH:17][CH:16]=[C:15]([OH:19])[C:12]=3[C:13]=2[CH3:14])=[CH:5][CH:4]=1.C(=O)([O-])[O-].[K+].[K+].[CH2:28](Br)[CH:29]=[CH2:30]>CC(C)=O>[CH3:1][O:2][C:3]1[CH:4]=[CH:5][C:6]([CH2:7][CH2:8][C:9]2[O:10][C:11]3[CH:18]=[CH:17][CH:16]=[C:15]([O:19][CH2:30][CH:29]=[CH2:28])[C:12]=3[C:13]=2[CH3:14])=[CH:20][CH:21]=1 |f:1.2.3|. Reported procedure: A mixture of 2-(p-methoxyphenethyl)-3-methyl-4-hydroxybenzofuran (1.3 gm; 4.6 mmoles), potassium carbonate (1.38 gm, 10 mmoles), and allyl bromide (1.2 gm, 10 mmoles) in acetone (50 mL) was refluxed for a period of 5 hours. The solids were filtered off and the filtrate was concentrated in vacuo. The residue was chromatographed on silica gel and eluted with 15% ethylacetate in hexane to yield 0.9 gm of 2-(p-methoxyphenethyl)-3-methyl-4-allyloxybenzofuran, which was used as such for the next step. Reactants: N1C=CC2=CC(=CC=C12)C1=CN(C2=NC=C(C=C21)C2=CC=C(C=O)C=C2)S(=O)(=O)C2=CC=C(C)C=C2 (4-(3-(1H-indol-5-yl)-1-tosyl-1H-pyrrolo[2,3-b]pyridin-5-yl)benzaldehyde), CN1CCNCC1 (1-methylpiperazine), C(C)(=O)O[BH-](OC(C)=O)OC(C)=O.[Na+] (sodium triacetoxyborohydride). Run in C(Cl)Cl (CH2Cl2). Conditions: time 1 hour. Product: N1C=CC2=CC(=CC=C12)C1=CNC2=NC=C(C=C21)C2=CC=C(C=C2)CN2CCN(CC2)C (3-(1H-indol-5-yl)-5-(4-((4-methylpiperazin-1-yl)methyl)phenyl)-1H-pyrrolo[2,3-b]pyridine). RXN SMILES: [NH:1]1[C:9]2[C:4](=[CH:5][C:6]([C:10]3[C:18]4[C:13](=[N:14][CH:15]=[C:16]([C:19]5[CH:26]=[CH:25][C:22](C=O)=[CH:21][CH:20]=5)[CH:17]=4)[N:12](S(C4C=CC(C)=CC=4)(=O)=O)[CH:11]=3)=[CH:7][CH:8]=2)[CH:3]=[CH:2]1.[CH3:37][N:38]1[CH2:43][CH2:42][NH:41][CH2:40][CH2:39]1.[C:44](O[BH-](OC(=O)C)OC(=O)C)(=O)C.[Na+]>C(Cl)Cl>[NH:1]1[C:9]2[C:4](=[CH:5][C:6]([C:10]3[C:18]4[C:13](=[N:14][CH:15]=[C:16]([C:19]5[CH:26]=[CH:25][C:22]([CH2:37][N:38]6[CH2:43][CH2:42][N:41]([CH3:44])[CH2:40][CH2:39]6)=[CH:21][CH:20]=5)[CH:17]=4)[NH:12][CH:11]=3)=[CH:7][CH:8]=2)[CH:3]=[CH:2]1 |f:2.3|. Reported procedure: To a solution of 4-(3-(1H-indol-5-yl)-1-tosyl-1H-pyrrolo[2,3-b]pyridin-5-yl)benzaldehyde [Intermediate AJ] (0.11 g, 0.214 mmol) in CH2Cl2 (3 mL) was added 1-methylpiperazine (40 μL, 0.40 mmol) and sodium triacetoxyborohydride (68 mg, 0.32 mmol). The reaction mixture was stirred for 1 hr at room temperature, after which it was partitioned between CH2Cl2 and 1 M NaOH. The organic layer was separated, dried over MgSO4, and concentrated in vacuo. The residue was dissolved in 3:2 MeOH:acetone (5 mL),... Reactants: CCOC(C)=O, CC(C)CN(CC(C)C)C(=O)c1ccc(NCCCN(C)CCc2ccccn2)c([N+](=O)[O-])c1, CCO. Yields the product CC(C)CN(CC(C)C)C(=O)c1ccc(NCCCN(C)CCc2ccccn2)c(N)c1. As a reaction SMILES: [C:38]([O:39][CH2:40][CH3:41])(=[O:42])[CH3:43].[CH2:1]([CH:2]([CH3:3])[CH3:4])[N:5]([C:6]([c:7]1[cH:8][c:9]([N+:27]([O-:28])=[O:29])[c:10]([NH:13][CH2:14][CH2:15][CH2:16][N:17]([CH2:18][CH2:19][c:20]2[n:21][cH:22][cH:23][cH:24][cH:25]2)[CH3:26])[cH:11][cH:12]1)=[O:30])[CH2:31][CH:32]([CH3:33])[CH3:34].[CH2:35]([OH:36])[CH3:37]>>[CH2:1]([CH:2]([CH3:3])[CH3:4])[N:5]([C:6]([c:7]1[cH:8][c:9]([NH2:27])[c:10]([NH:13][CH2:14][CH2:15][CH2:16][N:17]([CH2:18][CH2:19][c:20]2[n:21][cH:22][cH:23][cH:24][cH:25]2)[CH3:26])[cH:11][cH:12]1)=[O:30])[CH2:31][CH:32]([CH3:33])[CH3:34].